This data is from the Open Reaction Database (ORD), a public repository of structured organic reaction records. The task is: describe an organic reaction: reactants, conditions, products, and yield The reactants are C1(CCCCC1)O (cyclohexanol), [H-].[Na+] (sodium hydride), C(CCCCCCC)Br (n-octyl bromide). Solvent: CN(C=O)C (N,N-dimethylformamide), C(C)(=O)OCC (ethyl acetate). Run at time 3 hour. Yields the product C(CCCCCCC)OC1CCCCC1 (cyclohexyl octyl ether). Yield: 89.0%. Reaction SMILES: [CH:1]1([OH:7])[CH2:6][CH2:5][CH2:4][CH2:3][CH2:2]1.[H-].[Na+].[CH2:10](Br)[CH2:11][CH2:12][CH2:13][CH2:14][CH2:15][CH2:16][CH3:17]>CN(C)C=O.C(OCC)(=O)C>[CH2:10]([O:7][CH:1]1[CH2:6][CH2:5][CH2:4][CH2:3][CH2:2]1)[CH2:11][CH2:12][CH2:13][CH2:14][CH2:15][CH2:16][CH3:17] |f:1.2|. Procedure: A mixture of (1R*,2R*)-4,4-dimethyl-2-(2-propenyl)=cyclohexanol (150 mg), and sodium hydride (43 mg, 60% dispersion in oil) and n-octyl bromide (180 ml) in dry N,N-dimethylformamide (1 ml) was stirred for 3 hrs at room temperature. The mixture was allowed to cool to 0° C., and the reaction was quenched by addition of water. The pH of the mixture was adjusted to pH 7 with 0.1N hydrochloric acid. The mixture was extracted with diethyl ether, and the combined organic extracts were washed with brine... Reactants: ClC1=NC=C(C(=O)OCC)C(=C1)NCCC1=CC(=CC=C1)F (ethyl 6-chloro-4-(3-fluorophenethylamino)nicotinate), C(#N)C1=C(C=CC=C1)B(O)O (2-cyano-phenylboronic acid), C(=O)([O-])[O-].[K+].[K+] (K2CO3). Reagents/catalysts: Cl[Pd]Cl (PdCl2), C1=CC=C(C=C1)P([C-]2C=CC=C2)C3=CC=CC=C3.C1=CC=C(C=C1)P([C-]2C=CC=C2)C3=CC=CC=C3.[Fe+2] (dppf). Run in CN(C)C=O (DMF). Reaction conditions: temperature 100 celsius, time 4 hour. Product: C(#N)C1=C(C=CC=C1)C1=NC=C(C(=O)OCC)C(=C1)NCCC1=CC(=CC=C1)F (ethyl 6-(2-cyanophenyl)-4-(3-fluorophenethylamino)nicotinate). Yield: 34.7%. As a reaction SMILES: Cl[C:2]1[CH:12]=[C:11]([NH:13][CH2:14][CH2:15][C:16]2[CH:21]=[CH:20][CH:19]=[C:18]([F:22])[CH:17]=2)[C:5]([C:6]([O:8][CH2:9][CH3:10])=[O:7])=[CH:4][N:3]=1.[C:23]([C:25]1[CH:30]=[CH:29][CH:28]=[CH:27][C:26]=1B(O)O)#[N:24].C([O-])([O-])=O.[K+].[K+]>CN(C=O)C.Cl[Pd]Cl.C1C=CC(P(C2C=CC=CC=2)[C-]2C=CC=C2)=CC=1.C1C=CC(P(C2C=CC=CC=2)[C-]2C=CC=C2)=CC=1.[Fe+2]>[C:23]([C:25]1[CH:30]=[CH:29][CH:28]=[CH:27][C:26]=1[C:2]1[CH:12]=[C:11]([NH:13][CH2:14][CH2:15][C:16]2[CH:21]=[CH:20][CH:19]=[C:18]([F:22])[CH:17]=2)[C:5]([C:6]([O:8][CH2:9][CH3:10])=[O:7])=[CH:4][N:3]=1)#[N:24] |f:2.3.4,7.8.9|. Procedure details: To a mixture of ethyl 6-chloro-4-(3-fluorophenethylamino)nicotinate (1.2 g, 3.7 mmol), 2-cyano-phenylboronic acid (1.1 g, 7.4 mmol) and K2CO3 (1.5 g, 11.1 mmol) in DMF (25 mL) was added PdCl2.dppf (0.2 g, 0.37 mmol). The reaction mixture was stirred at 100° C. for 4 h. LC/MS indicated the reaction was complete. The reaction mixture was filtered and the filtrate was concentrated. The resulting residue was purified on RP-HPLC using a mixture of acetonitrile and H2O to give ethyl 6-(2-cyanophenyl)-... Reactants: CCOC(C)=O, [H][H], CC1(Cl)CSC2C(NC(=O)COc3ccccc3)C(=O)N2C1C(=O)OCc1ccc([N+](=O)[O-])cc1. Product: CC1(Cl)CSC2C(NC(=O)COc3ccccc3)C(=O)N2C1C(=O)O. Reaction SMILES: [CH3:38][CH2:39][O:40][C:41](=[O:42])[CH3:43].[H:36][H:37].[N+:1]([c:2]1[cH:3][cH:4][c:5]([CH2:6][O:9][C:10](=[O:11])[CH:12]2[C:13]([CH3:32])([Cl:33])[CH2:14][S:15][CH:16]3[N:17]2[C:18](=[O:31])[CH:19]3[NH:20][C:21]([CH2:22][O:23][c:24]2[cH:25][cH:26][cH:27][cH:28][cH:29]2)=[O:30])[cH:7][cH:8]1)([O-:34])=[O:35]>>[O:9]=[C:10]([OH:11])[CH:12]1[C:13]([CH3:32])([Cl:33])[CH2:14][S:15][CH:16]2[N:17]1[C:18](=[O:31])[CH:19]2[NH:20][C:21]([CH2:22][O:23][c:24]1[cH:25][cH:26][cH:27][cH:28][cH:29]1)=[O:30]. The reactants are CN1CCNCC1, CCO, Nc1nc(Cl)c2sc3c(c2n1)CCCC3, [K+], [K+], O=C([O-])[O-]. Yields the product CN1CCN(c2nc(N)nc3c4c(sc23)CCCC4)CC1. Reaction SMILES: [CH3:22][N:23]1[CH2:24][CH2:25][NH:26][CH2:27][CH2:28]1.[CH3:29][CH2:30][OH:31].[Cl:1][c:2]1[c:3]2[c:4]([n:5][c:6]([NH2:8])[n:7]1)[c:9]1[c:10]([s:11]2)[CH2:12][CH2:13][CH2:14][CH2:15]1.[K+:16].[K+:17].[O-:18][C:19]([O-:20])=[O:21]>>[c:2]1([N:26]2[CH2:25][CH2:24][N:23]([CH3:22])[CH2:28][CH2:27]2)[c:3]2[c:4]([n:5][c:6]([NH2:8])[n:7]1)[c:9]1[c:10]([s:11]2)[CH2:12][CH2:13][CH2:14][CH2:15]1. Reactants: ClC(C(Cl)(Cl)Cl)(Cl)Cl (hexachloroethane), ice, CN(CCNC)C (N,N,N′-trimethylethylenediamine), FC1=C(C=C(C=O)C=C1)OC (4-fluoro-3-methoxybenzaldehyde), solution, C(CCC)[Li] (n-butyllithium), hexanes, solution, C(CCC)[Li] (n-butyllithium), hexanes. Run in C1CCOC1 (THF), C1CCOC1 (THF), C1CCOC1 (THF). Reaction conditions: temperature 40 celsius, time 15 minute. Product: hexanes dichloroethane, ClC1=C(C=O)C=CC(=C1OC)F (2-chloro-4-fluoro-3-methoxybenzaldehyde). RXN SMILES: CN(C)CCNC.C([Li])CCC.[F:13][C:14]1[CH:21]=[CH:20][C:17]([CH:18]=[O:19])=[CH:16][C:15]=1[O:22][CH3:23].[Cl:24]C(Cl)(Cl)C(Cl)(Cl)Cl>C1COCC1>[Cl:24][C:16]1[C:15]([O:22][CH3:23])=[C:14]([F:13])[CH:21]=[CH:20][C:17]=1[CH:18]=[O:19]. Procedure details: A solution of N,N,N′-trimethylethylenediamine (20.3 mL, 156 mmol) in 75 mL of THF was cooled to −50° C. and a 2.5M solution of n-butyllithium in hexanes (62.5 mL, 156 mmol) was added dropwise with stirring during 15 minutes, keeping the internal temperature below −35° C. The temperature was maintained at 40° C. for 30 minutes, and then the reaction mixture was cooled to −70° C. A solution of 4-fluoro-3-methoxybenzaldehyde (24.09 g, 156.3 mmol) in 75 mL of THF was added dropwise during 15 minutes... Starting materials: CC(C)OCCOS(C)(=O)=O, CN(C)C=O, [H-], [Na+], CC(C)(C)OC(=O)N1CCC(Nc2nc3ccccc3[nH]2)CC1. The product is CC(C)OCCn1c(NC2CCN(C(=O)OC(C)(C)C)CC2)nc2ccccc21. As a reaction SMILES: [CH3:26][S:27]([O:28][CH2:31][CH2:32][O:33][CH:34]([CH3:35])[CH3:36])(=[O:29])=[O:30].[CH3:37][N:38]([CH3:39])[CH:40]=[O:41].[H-:24].[Na+:25].[nH:1]1[c:2]([NH:10][CH:11]2[CH2:12][CH2:13][N:14]([C:17](=[O:18])[O:19][C:20]([CH3:21])([CH3:22])[CH3:23])[CH2:15][CH2:16]2)[n:3][c:4]2[c:5]1[cH:6][cH:7][cH:8][cH:9]2>>[n:1]1([CH2:31][CH2:32][O:33][CH:34]([CH3:35])[CH3:36])[c:2]([NH:10][CH:11]2[CH2:12][CH2:13][N:14]([C:17](=[O:18])[O:19][C:20]([CH3:21])([CH3:22])[CH3:23])[CH2:15][CH2:16]2)[n:3][c:4]2[c:5]1[cH:6][cH:7][cH:8][cH:9]2. Starting materials: C(C1=CC=CC=C1)OCC1(OC2=C(C1)C=CC=C2)C(=O)OCC (ethyl 2-benzyloxymethyl-2,3-dihydrobenzofuran-2-carboxylate), [OH-].[Li+] (lithium hydroxide), Cl (HCl). Solvent: CO (methanol), CO (methanol). Reaction conditions: time 3 hour. Product: C(C1=CC=CC=C1)OCC1(OC2=C(C1)C=CC=C2)C(=O)O (2-Benzyloxymethyl-2,3-dihydrobenzofuran-2-carboxylic acid). Yield: 92.3%. As a reaction SMILES: [CH2:1]([O:8][CH2:9][C:10]1([C:19]([O:21]CC)=[O:20])[CH2:14][C:13]2[CH:15]=[CH:16][CH:17]=[CH:18][C:12]=2[O:11]1)[C:2]1[CH:7]=[CH:6][CH:5]=[CH:4][CH:3]=1.[OH-].[Li+].Cl>CO>[CH2:1]([O:8][CH2:9][C:10]1([C:19]([OH:21])=[O:20])[CH2:14][C:13]2[CH:15]=[CH:16][CH:17]=[CH:18][C:12]=2[O:11]1)[C:2]1[CH:7]=[CH:6][CH:5]=[CH:4][CH:3]=1 |f:1.2|. Procedure: A solution of ethyl 2-benzyloxymethyl-2,3-dihydrobenzofuran-2-carboxylate (1.62 g, 5.47 mmol) in methanol (70 ml) was added with a solution of 1M lithium hydroxide (54.7 ml). The mixture was refluxed under stirring for 3 h, after that was neutralized with 1M HCl and methanol was evaporated off under reduced pressure. The resulting crude was suspended in water (20 ml) and extracted with ethyl acetate (4×25 ml). The organic phase was dried and the solvent was evaporated off under reduced pressure,... Starting materials: Nc1ccc(Br)c(F)c1, CC(C)(C)OC(=O)n1cccc1B(O)O, COCCOC, [Na+], [Na+], O=C([O-])[O-], O. The product is CC(C)(C)OC(=O)n1cccc1-c1ccc(N)cc1F. RXN SMILES: [Br:23][c:24]1[c:25]([F:31])[cH:26][c:27]([NH2:30])[cH:28][cH:29]1.[C:1]([CH3:2])([CH3:3])([CH3:4])[O:5][C:6](=[O:7])[n:8]1[c:9]([B:13]([OH:14])[OH:15])[cH:10][cH:11][cH:12]1.[CH2:32]([CH2:33][O:34][CH3:35])[O:36][CH3:37].[Na+:16].[Na+:17].[O-:18][C:19](=[O:20])[O-:21].[OH2:22]>>[C:1]([CH3:2])([CH3:3])([CH3:4])[O:5][C:6](=[O:7])[n:8]1[c:9](-[c:24]2[c:25]([F:31])[cH:26][c:27]([NH2:30])[cH:28][cH:29]2)[cH:10][cH:11][cH:12]1. Starting materials: CCOC(=O)c1cn(C)c(=O)cc1Nc1ccc(I)cc1F, CCO, [Na+], [OH-]. The product is Cn1cc(C(=O)O)c(Nc2ccc(I)cc2F)cc1=O. RXN SMILES: [CH2:1]([CH3:2])[O:3][C:4](=[O:5])[c:6]1[cH:7][n:8]([CH3:22])[c:9](=[O:21])[cH:10][c:11]1[NH:12][c:13]1[c:14]([F:20])[cH:15][c:16]([I:19])[cH:17][cH:18]1.[CH3:25][CH2:26][OH:27].[Na+:24].[OH-:23]>>[O:3]=[C:4]([OH:5])[c:6]1[cH:7][n:8]([CH3:22])[c:9](=[O:21])[cH:10][c:11]1[NH:12][c:13]1[c:14]([F:20])[cH:15][c:16]([I:19])[cH:17][cH:18]1.